From a dataset of the Open Reaction Database (ORD), a public repository of structured organic reaction records. describe an organic reaction: reactants, conditions, products, and yield Reactants: N1=CC=CC=C1 (pyridine), resultant mixture, CN(C1=CC=C(C=C1)C(=CC)C1=CC=C(C=C1)N(C)C)C (1,1-bis(4-dimethylaminophenyl)propene), ClCCCl (1,2-dichloroethane), BrBr (bromine). Run at temperature 0 celsius, time 3 hour. Reported procedure: Into a reactor were introduced 13.6 g (48.5 mmol) of the 1,1-bis(4-dimethylaminophenyl)propene and 54 mL of 1,2-dichloroethane under a nitrogen atmosphere. The contents were cooled to 0° C. Thereto was gradually added dropwise 7.76 g (48.5 mmol) of bromine. The resultant mixture was stirred at room temperature for 2.5 hours. Thereafter, 15.7 mL (194 mmol) of pyridine and 109 mL of toluene were added thereto and this mixture was stirred at 80° C. for 3 hours. After being cooled, the reaction mixt... Isolated yield 68.9%. The product is CN(C1=CC=C(C=C1)C(=C(C)Br)C1=CC=C(C=C1)N(C)C)C (1,1-Bis(4-dimethylaminophenyl)-2-bromopropene). As a reaction SMILES: [CH3:1][N:2]([CH3:21])[C:3]1[CH:8]=[CH:7][C:6]([C:9]([C:12]2[CH:17]=[CH:16][C:15]([N:18]([CH3:20])[CH3:19])=[CH:14][CH:13]=2)=[CH:10][CH3:11])=[CH:5][CH:4]=1.ClCCCl.[Br:26]Br.N1C=CC=CC=1>C1(C)C=CC=CC=1>[CH3:20][N:18]([CH3:19])[C:15]1[CH:14]=[CH:13][C:12]([C:9]([C:6]2[CH:5]=[CH:4][C:3]([N:2]([CH3:1])[CH3:21])=[CH:8][CH:7]=2)=[C:10]([Br:26])[CH3:11])=[CH:17][CH:16]=1. Solvent: C1(=CC=CC=C1)C (toluene). The reactants are NC1=C(C=C(C=C1)C1=C(C=CC(=C1)C)S(=O)C1=C(C=C(C=C1)C)C1=CC(=C(C=C1)N)[N+](=O)[O-])[N+](=O)[O-] ((4-amino-3-nitrophenyl)-4-methylphenyl sulfoxide), BrC1=CC=C(C=C1)C1=CC=C(C=C1)S(=O)C1=CC(=C(C=C1)N)[N+](=O)[O-] (1-(4-bromophenyl)-4-(4-amino-3-nitrophenylsulfinyl)-benzene). Product: BrC1=CC=C(C=C1)C1=CC=C(C=C1)S(=O)C1=CC(=C(C=C1)N)N (1-(4-Bromophenyl)-4-(3,4-diaminophenylsulfinyl)-benzene). RXN SMILES: NC1C=CC(C2C=C(C)C=CC=2S(C2C=CC(C)=CC=2C2C=CC(N)=C([N+]([O-])=O)C=2)=O)=CC=1[N+]([O-])=O.[Br:37][C:38]1[CH:43]=[CH:42][C:41]([C:44]2[CH:49]=[CH:48][C:47]([S:50]([C:52]3[CH:57]=[CH:56][C:55]([NH2:58])=[C:54]([N+:59]([O-])=O)[CH:53]=3)=[O:51])=[CH:46][CH:45]=2)=[CH:40][CH:39]=1>>[Br:37][C:38]1[CH:39]=[CH:40][C:41]([C:44]2[CH:45]=[CH:46][C:47]([S:50]([C:52]3[CH:57]=[CH:56][C:55]([NH2:58])=[C:54]([NH2:59])[CH:53]=3)=[O:51])=[CH:48][CH:49]=2)=[CH:42][CH:43]=1. Procedure: Following the procedure described in Example 2 but using as a starting material instead of (4-amino-3-nitrophenyl)-4-methylphenyl sulfoxide a corresponding amount of 1-(4-bromophenyl)-4-(4-amino-3-nitrophenylsulfinyl)-benzene, the title compound is obtained; M.P.=161°-164° C. Starting materials: oxime, C1(=CC=CC=C1)C(=O)CC1=CC=CC=C1 (deoxybenzoin), Cl.NO (hydroxylamine hydrochloride), O.O.O.C(C)(=O)[O-].[Na+] (sodium acetate trihydrate). Run in C(C)O (ethanol), C(C)O (ethanol), O (water). The product is C1(=CC=CC=C1)C(CC1=CC=CC=C1)=NO (deoxybenzoin oxime). The yield is 94.7%. RXN SMILES: [C:1]1([C:7]([CH2:9][C:10]2[CH:15]=[CH:14][CH:13]=[CH:12][CH:11]=2)=O)[CH:6]=[CH:5][CH:4]=[CH:3][CH:2]=1.Cl.[NH2:17][OH:18].O.O.O.C([O-])(=O)C.[Na+]>C(O)C.O>[C:1]1([C:7](=[N:17][OH:18])[CH2:9][C:10]2[CH:15]=[CH:14][CH:13]=[CH:12][CH:11]=2)[CH:6]=[CH:5][CH:4]=[CH:3][CH:2]=1 |f:1.2,3.4.5.6.7|. Procedure details: A solution of deoxybenzoin (407.4 g, 2.076 mol) in 2 L of absolute ethanol and 600 mL of water was treated with hydroxylamine hydrochloride (288 g, 4.15 mol) and sodium acetate trihydrate (564 g, 4.15 mol). The solution was then warmed to reflux for 2 hours. The reaction mixture was then diluted with 1000 mL of 30% aqueous ethanol and allowed to cool to room temperature whereupon crystals of pure oxime formed which were isolated by filtration and air dried to afford 415.4 g, 95%, mp 94°-96° C. o... Starting materials: C(C)(C)(C)OC(=O)N[C@H](CC1=CNC=N1)C(=O)O (N-t-butoxycarbonyl-(D)-histidine), COC1=C(C=CC=C1)[C@H](C)N ((1S)-1-(2-methoxyphenyl)ethanamine). The product is N1C=NC(=C1)C[C@H](CN[C@@H](C)C1=C(C=CC=C1)OC)N ((2R)-3-(1H-imidazol-4-yl)-N-[(1S)-1-(2-methoxyphenyl)ethyl]propane-1,2-diamine). The yield is 24.2%. As a reaction SMILES: C(OC([NH:8][C@@H:9]([C:16](O)=O)[CH2:10][C:11]1[N:15]=[CH:14][NH:13][CH:12]=1)=O)(C)(C)C.[CH3:19][O:20][C:21]1[CH:26]=[CH:25][CH:24]=[CH:23][C:22]=1[C@@H:27]([NH2:29])[CH3:28]>>[NH:13]1[CH:12]=[C:11]([CH2:10][C@@H:9]([NH2:8])[CH2:16][NH:29][C@H:27]([C:22]2[CH:23]=[CH:24][CH:25]=[CH:26][C:21]=2[O:20][CH3:19])[CH3:28])[N:15]=[CH:14]1. Reported procedure: By using N-t-butoxycarbonyl-(D)-histidine (405 mg), and (1S)-1-(2-methoxyphenyl)ethanamine compound (200 mg) obtained by the method described in the publication (Japanese Patent Unexamined Publication No. 54/154724) as starting materials, the title compound (88 mg) was obtained in the same manner as that of Reference Example 71. The reactants are CCOC=O, COCCOC, CCOC(=O)CCc1ccn(Cc2ccccc2)c(=O)c1, [H-], [Na+]. Product: CCOC(=O)C(C=O)Cc1ccn(Cc2ccccc2)c(=O)c1. Reaction SMILES: [CH2:24]([O:26][CH:25]=[O:27])[CH3:28].[CH2:29]([CH2:30][O:31][CH3:32])[O:33][CH3:34].[CH2:3]([c:4]1[cH:5][cH:6][cH:7][cH:8][cH:9]1)[n:10]1[c:11](=[O:23])[cH:12][c:13]([CH2:16][CH2:17][C:18](=[O:19])[O:20][CH2:21][CH3:22])[cH:14][cH:15]1.[H-:1].[Na+:2]>>[CH2:3]([c:4]1[cH:5][cH:6][cH:7][cH:8][cH:9]1)[n:10]1[c:11](=[O:23])[cH:12][c:13]([CH2:16][CH:17]([C:18](=[O:19])[O:20][CH2:21][CH3:22])[CH:24]=[O:26])[cH:14][cH:15]1. Reactants: FC=1C=C2C=CC(=NC2=CC1)C (6-Fluoro-2-methylquinoline), FC=1C=C2C=CC(=NC2=CC1)C (6-Fluoro-2-methyl quinoline), COS(=O)(=O)OC (dimethylsulphate). The product is COS(=O)(=O)[O-].C[N+]1=C(C=CC2=CC(=CC=C12)F)C (1,2-Dimethyl-6-fluoro quinolinium methyl sulphate). The yield is 86.0%. As a reaction SMILES: [F:1][C:2]1[CH:3]=[C:4]2[C:9](=[CH:10][CH:11]=1)[N:8]=[C:7]([CH3:12])[CH:6]=[CH:5]2.[CH3:13][O:14][S:15]([O:18]C)(=[O:17])=[O:16]>>[CH3:13][O:14][S:15]([O-:18])(=[O:17])=[O:16].[CH3:13][N+:8]1[C:9]2[C:4](=[CH:3][C:2]([F:1])=[CH:11][CH:10]=2)[CH:5]=[CH:6][C:7]=1[CH3:12] |f:2.3|. Reported procedure: 6-Fluoro-2-methylquinoline, 4 (25 g, 0.15 mol) was alkylated with dimethylsulphate (1.89 g, 0.15 mmol) as above to give the title compound (37.5 g, 0.13 mol, 86%). The reactants are C(C)(C)(C)C1=C(C=CC=C1)O (2-t-butylphenol), C([O-])([O-])=O.[Cs+].[Cs+] (cesium carbonate), C(C(C)(C)C)(=O)CC(C(C)(C)C)=O (dipivaloylmethane), BrC=1C=NC2=CC=CC=C2C1 (3-bromoquinoline). Reagents/catalysts: [Cu]Cl (copper (I) chloride). The solvent is CN1C(CCC1)=O (N-methylpyrrolidone). Reaction conditions: temperature 130 celsius, time 1 day. Yields the product C(C)(C)(C)C1=C(OC=2C=NC3=CC=CC=C3C2)C=CC=C1 (3-(2-t-butyl-phenoxy)-quinoline). Yield: 7.1%. Reaction SMILES: [C:1]([C:5]1[CH:10]=[CH:9][CH:8]=[CH:7][C:6]=1[OH:11])([CH3:4])([CH3:3])[CH3:2].C(=O)([O-])[O-].[Cs+].[Cs+].C(CC(=O)C(C)(C)C)(=O)C(C)(C)C.Br[C:32]1[CH:33]=[N:34][C:35]2[C:40]([CH:41]=1)=[CH:39][CH:38]=[CH:37][CH:36]=2>CN1CCCC1=O.[Cu]Cl>[C:1]([C:5]1[CH:10]=[CH:9][CH:8]=[CH:7][C:6]=1[O:11][C:32]1[CH:33]=[N:34][C:35]2[C:40]([CH:41]=1)=[CH:39][CH:38]=[CH:37][CH:36]=2)([CH3:4])([CH3:2])[CH3:3] |f:1.2.3|. Reported procedure: 0.60 g of 2-t-butylphenol, 1.3 g of cesium carbonate, 0.07 g of dipivaloylmethane, 0.42 g of 3-bromoquinoline, and 0.20 g of copper (I) chloride were dissolved in 4 ml of N-methylpyrrolidone, and the mixture was stirred for one day at 130° C. The resultant was purified by silica gel column chromatography, and 0.04 g of 3-(2-t-butyl-phenoxy)-quinoline (Compound Number 14) was obtained. Reactants: C(C)N=C=O (ethyl isocyanate), ClC1=C(COC2=CC3=C(C(CO3)N)C=C2)C=CC(=C1)Cl (6-((2,4-dichlorobenzyl)oxy)-2,3-dihydro-1-benzofuran-3-amine), [NH4+].[Cl-] (NH4Cl). Run in C1CCOC1 (THF). Reaction conditions: temperature 0 celsius, time 1 hour. The product is ClC1=C(COC2=CC3=C(C(CO3)NC(=O)NCC)C=C2)C=CC(=C1)Cl (1-(6-((2,4-Dichlorobenzyl)oxy)-2,3-dihydro-1-benzofuran-3-yl)-3-ethylurea). RXN SMILES: [Cl:1][C:2]1[CH:19]=[C:18]([Cl:20])[CH:17]=[CH:16][C:3]=1[CH2:4][O:5][C:6]1[CH:15]=[CH:14][C:9]2[CH:10]([NH2:13])[CH2:11][O:12][C:8]=2[CH:7]=1.[CH2:21]([N:23]=[C:24]=[O:25])[CH3:22].[NH4+].[Cl-]>C1COCC1>[Cl:1][C:2]1[CH:19]=[C:18]([Cl:20])[CH:17]=[CH:16][C:3]=1[CH2:4][O:5][C:6]1[CH:15]=[CH:14][C:9]2[CH:10]([NH:13][C:24]([NH:23][CH2:21][CH3:22])=[O:25])[CH2:11][O:12][C:8]=2[CH:7]=1 |f:2.3|. Reported procedure: To a mixture of 6-((2,4-dichlorobenzyl)oxy)-2,3-dihydro-1-benzofuran-3-amine (146 mg) and THF (dry) (4.0 mL) was added ethyl isocyanate (0.048 mL) at 0° C. The mixture was stirred at 0° C. for 1 h. The mixture was poured into saturated aqueous NH4Cl at 0° C. and extracted with EtOAc. The organic layer was m washed with brine, dried over MgSO4, and concentrated in vacuo. The solid was washed with EtOH to give the title compound (74.0 mg). The reactants are [Na] (sodium), C(C)(=O)NC#N (acetylcyanamide), C(C=C)Cl (allyl chloride). Run in S1(=O)(=O)CCCC1 (sulfolane). Yields the product C(#N)N(C(C)=O)CC=C (N-Cyano-N-allylacetamide). As a reaction SMILES: [Na].[C:2]([NH:5][C:6]#[N:7])(=[O:4])[CH3:3].[CH2:8](Cl)[CH:9]=[CH2:10]>S1(CCCC1)(=O)=O>[C:6]([N:5]([CH2:10][CH:9]=[CH2:8])[C:2](=[O:4])[CH3:3])#[N:7] |^1:0|. Procedure details: 159.1 g (1.5 mols) of the sodium salt of acetylcyanamide and 137.8 g (1.5 mols +20% excess) of allyl chloride are reacted in 400 ml of sulfolane for 9 hours and 45 minutes at 70°-127° C. analogously to Example 1, and the mixture is worked up in accordance with Example 1. This gives 121.7 g (65.4% of theory) of a colourless distillate, boiling at 98° C./43 mbar. Starting materials: ClC=1C=C(C(=O)OC)C=C(C1C(=O)C1=CNC2=C(N=CC=C21)NC(=O)C2CC2)Cl (methyl 3,5-dichloro-4-({7-[(cyclopropylcarbonyl)amino]-1H-pyrrolo[2,3-c]pyridin-3-yl}carbonyl)benzoate), [BH4-].[Na+] (sodium borohydride). The solvent is O1CCOCC1 (1,4-dioxane), O (water). Conditions: temperature 60 celsius. Product: ClC1=C(C(=O)C2=CNC3=C(N=CC=C32)NC(=O)C3CC3)C(=CC(=C1)CO)Cl (N-{3-[2,6-dichloro-4-(hydroxymethyl)benzoyl]-1H-pyrrolo[2,3-c]pyridin-7-yl}cyclopropane carboxamide). Isolated yield 2.1%. Reaction SMILES: [Cl:1][C:2]1[CH:3]=[C:4]([CH:9]=[C:10]([Cl:29])[C:11]=1[C:12]([C:14]1[C:22]2[C:17](=[C:18]([NH:23][C:24]([CH:26]3[CH2:28][CH2:27]3)=[O:25])[N:19]=[CH:20][CH:21]=2)[NH:16][CH:15]=1)=[O:13])[C:5](OC)=[O:6].[BH4-].[Na+]>O1CCOCC1.O>[Cl:1][C:2]1[CH:3]=[C:4]([CH2:5][OH:6])[CH:9]=[C:10]([Cl:29])[C:11]=1[C:12]([C:14]1[C:22]2[C:17](=[C:18]([NH:23][C:24]([CH:26]3[CH2:28][CH2:27]3)=[O:25])[N:19]=[CH:20][CH:21]=2)[NH:16][CH:15]=1)=[O:13] |f:1.2|. Procedure: To a solution of methyl 3,5-dichloro-4-({7-[(cyclopropylcarbonyl)amino]-1H-pyrrolo[2,3-c]pyridin-3-yl}carbonyl)benzoate (100 mg, 2.31 mmol) in 1,4-dioxane and water (3:1), sodium borohydride (27 mg, 6.944 mmol) was added portion wise over a period of about 15 minutes, followed by heating the reaction mixture at 60° C. until starting material was consumed (approximately 3 hours) The reaction mixture was cooled to room temperature and quenched by the addition of saturated aq. ammonium chloride sol...